From a dataset of the Open Reaction Database (ORD), a public repository of structured organic reaction records. describe an organic reaction: reactants, conditions, products, and yield Starting materials: N#N (N2), ClC1=C(C(=C(N=N1)N1CCC(CC1)N(C(OC(C)(C)C)=O)C)C)C (tert-butyl 1-(6-chloro-4,5-dimethylpyridazin-3-yl)piperidin-4-yl(methyl)carbamate), FC1=CC=C(C=C1)B(O)O (4-fluorophenylboronic acid), [F-].[Cs+] (CsF), (1,1′-bis(diphenylphosphino)ferrocene)palladium(II) chloride. Run in O1CCOCC1 (1,4-dioxane). Run at temperature 95 celsius. Product: FC1=CC=C(C=C1)C1=C(C(=C(N=N1)N1CCC(CC1)N(C(OC(C)(C)C)=O)C)C)C (tert-Butyl 1-(6-(4-fluorophenyl)-4,5-dimethylpyridazin-3-yl)piperidin-4-yl(methyl)carbamate). The yield is 86.8%. RXN SMILES: N#N.Cl[C:4]1[N:9]=[N:8][C:7]([N:10]2[CH2:15][CH2:14][CH:13]([N:16]([CH3:24])[C:17](=[O:23])[O:18][C:19]([CH3:22])([CH3:21])[CH3:20])[CH2:12][CH2:11]2)=[C:6]([CH3:25])[C:5]=1[CH3:26].[F:27][C:28]1[CH:33]=[CH:32][C:31](B(O)O)=[CH:30][CH:29]=1.[F-].[Cs+]>O1CCOCC1>[F:27][C:28]1[CH:33]=[CH:32][C:31]([C:4]2[N:9]=[N:8][C:7]([N:10]3[CH2:15][CH2:14][CH:13]([N:16]([CH3:24])[C:17](=[O:23])[O:18][C:19]([CH3:22])([CH3:21])[CH3:20])[CH2:12][CH2:11]3)=[C:6]([CH3:25])[C:5]=2[CH3:26])=[CH:30][CH:29]=1 |f:3.4|. Procedure: Treat a N2 degassed mixture of tert-butyl 1-(6-chloro-4,5-dimethylpyridazin-3-yl)piperidin-4-yl(methyl)carbamate (3.01 g, 8.48 mmol), 4-fluorophenylboronic acid (1.23 g, 8.80 mmol) and CsF (4.08 g, 26.8 mmol) in 1,4-dioxane (80 mL) with (1,1′-bis(diphenylphosphino)ferrocene)palladium(II) chloride (1.10 g, 1.35 mmol). Heat the resulting mixture under N2 at 95° C. overnight. Partition the reaction mixture between H2O and EtOAc. Separate the layers, and wash the organic layer with brine. Dry the or... Reactants: CCOC(=O)C(CC)Cc1ccc(OC)c(CNC(=O)c2ccc(C(F)(F)F)cc2)c1, CO, Cl, [Na+], [OH-], O. RXN SMILES: [CH2:1]([CH3:2])[CH:3]([C:4](=[O:5])[O:6][CH2:7][CH3:8])[CH2:9][c:10]1[cH:11][c:12]([CH2:18][NH:19][C:20]([c:21]2[cH:22][cH:23][c:24]([C:27]([F:28])([F:29])[F:30])[cH:25][cH:26]2)=[O:31])[c:13]([O:16][CH3:17])[cH:14][cH:15]1.[CH3:32][OH:33].[ClH:36].[Na+:35].[OH-:34].[OH2:37]>>[CH2:1]([CH3:2])[CH:3]([C:4](=[O:5])[OH:6])[CH2:9][c:10]1[cH:11][c:12]([CH2:18][NH:19][C:20]([c:21]2[cH:22][cH:23][c:24]([C:27]([F:28])([F:29])[F:30])[cH:25][cH:26]2)=[O:31])[c:13]([O:16][CH3:17])[cH:14][cH:15]1. Product: CCC(Cc1ccc(OC)c(CNC(=O)c2ccc(C(F)(F)F)cc2)c1)C(=O)O. Reactants: FC1=C(C=CC=C1)N1NC=2[C@]3(CC[C@@H](C2C1=O)C3(C)C)C ((4R,7S)-2-(2-fluoro-phenyl)-7,8,8-trimethyl-1,2,4,5,6,7-hexahydro-4,7-methano-indazol-3-one), FC1=C(C=CC=C1)N1NC=2[C@]3(CC[C@@H](C2C1=O)C3(C)C)C ((4R,7S)-2-(2-fluoro-phenyl)-7,8,8-trimethyl-1,2,4,5,6,7-hexahydro-4,7-methano-indazol-3-one), C(C1=CC=CC=C1)Br (benzyl bromide). The reagents and catalysts are [I-].C(CCC)[N+](CCCC)(CCCC)CCCC (terabutylammonium iodide). Run in CN(C=O)C (dimethylformamide). Yields the product C(C1=CC=CC=C1)N1N(C(C=2[C@@H]3CC[C@](C12)(C3(C)C)C)=O)C3=C(C=CC=C3)F ((4R,7S)-1-benzyl-2-(2-fluoro-phenyl)-7,8,8-trimethyl-1,2,4,5,6,7-hexahydro-4,7-methano-indazol-3-one). Yield: 39.5%. Reaction SMILES: [F:1][C:2]1[CH:7]=[CH:6][CH:5]=[CH:4][C:3]=1[N:8]1[C:16](=[O:17])[C:15]2[C@H:14]3[C:18]([CH3:20])([CH3:19])[C@:11]([CH3:21])([CH2:12][CH2:13]3)[C:10]=2[NH:9]1.[CH2:22](Br)[C:23]1[CH:28]=[CH:27][CH:26]=[CH:25][CH:24]=1>[I-].C([N+](CCCC)(CCCC)CCCC)CCC.CN(C)C=O>[CH2:22]([N:9]1[C:10]2[C@:11]3([CH3:21])[C:18]([CH3:20])([CH3:19])[C@@H:14]([CH2:13][CH2:12]3)[C:15]=2[C:16](=[O:17])[N:8]1[C:3]1[CH:4]=[CH:5][CH:6]=[CH:7][C:2]=1[F:1])[C:23]1[CH:28]=[CH:27][CH:26]=[CH:25][CH:24]=1 |f:2.3|. Procedure details: A solution of (4R,7S)-2-(2-fluoro-phenyl)-7,8,8-trimethyl-1,2,4,5,6,7-hexahydro-4,7-methano-indazol-3-one (Intermediate 38; 890 mg, 3.11 mmol), terabutylammonium iodide (860 mg, 2.33 mmol) and benzyl bromide (1.7 mL, 14.3 mmol) in dimethylformamide (15 mL) was heated in an oil-bath at 100° C. for 3 h. The reaction mixture was cooled to room temperature and the solvent was evaporated. Dichloromethane (100 μL) was added and the solution was washed with water (5×25 mL), aqueous sodium thiosulfate (... Reactants: ClC1=CC(=C(OCC(=O)C2CCN(CC2)C(=O)OC(C)(C)C)C=C1)NC(=O)N (tert-butyl 4-(2-(4-chloro-2-ureidophenoxy)acetyl)piperidine-1-carboxylate). Run in C(Cl)Cl (CH2Cl2), C(=O)(C(F)(F)F)O (TFA). Run at time 3 hour. Product: ClC=1C=CC(=C(C1)NC(=O)N)OCC(C1CCNCC1)=O (1-(5-chloro-2-(2-oxo-2-(piperidin-4-yl)ethoxy)phenyl)urea). Reaction SMILES: [Cl:1][C:2]1[CH:24]=[CH:23][C:5]([O:6][CH2:7][C:8]([CH:10]2[CH2:15][CH2:14][N:13](C(OC(C)(C)C)=O)[CH2:12][CH2:11]2)=[O:9])=[C:4]([NH:25][C:26]([NH2:28])=[O:27])[CH:3]=1>C(Cl)Cl.C(O)(C(F)(F)F)=O>[Cl:1][C:2]1[CH:24]=[CH:23][C:5]([O:6][CH2:7][C:8](=[O:9])[CH:10]2[CH2:15][CH2:14][NH:13][CH2:12][CH2:11]2)=[C:4]([NH:25][C:26]([NH2:28])=[O:27])[CH:3]=1. Procedure details: A sample of tert-butyl 4-(2-(4-chloro-2-ureidophenoxy)acetyl)piperidine-1-carboxylate (264 mg, 0.64 mmol) was dissolved in CH2Cl2 (8 mL) and TFA (4 mL). The resultant homogeneous solution was stirred for 3 h and concentrated in vacuo. The resultant residue was partitioned between EtOAc and sat. NaHCO3. The phases were separated and the aqueous phase was basified to pH˜14 (paper) with 1N NaOH before being extracted with EtOAc (twice). The organic extracts were combined, washed with brine, dried (... Reactants: CC(=O)C(C(C)=O)c1cc(C(C)(C)C)c(O)c(C(C)(C)C)c1, CN(C)Cc1cc(C(C)(C)C)c(O)c(C(C)(C)C)c1, CC(=O)CC(C)=O, CCO, [Na+], [OH-], O. Product: CC(=O)C(Cc1cc(C(C)(C)C)c(O)c(C(C)(C)C)c1)C(C)=O. RXN SMILES: [C:29]([c:30]1[cH:31][c:32]([CH:33]([C:34](=[O:35])[CH3:36])[C:37](=[O:38])[CH3:39])[cH:40][c:41]([C:42]([CH3:43])([CH3:44])[CH3:45])[c:46]1[OH:47])([CH3:48])([CH3:49])[CH3:50].[CH3:1][N:2]([CH3:3])[CH2:4][c:5]1[cH:6][c:7]([C:16]([CH3:17])([CH3:18])[CH3:19])[c:8]([OH:15])[c:9]([C:11]([CH3:12])([CH3:13])[CH3:14])[cH:10]1.[CH3:22][C:23](=[O:24])[CH2:25][C:26]([CH3:27])=[O:28].[CH3:52][CH2:53][OH:54].[Na+:21].[OH-:20].[OH2:51]>>[CH2:4]([c:5]1[cH:6][c:7]([C:16]([CH3:17])([CH3:18])[CH3:19])[c:8]([OH:15])[c:9]([C:11]([CH3:12])([CH3:13])[CH3:14])[cH:10]1)[CH:25]([C:23]([CH3:22])=[O:24])[C:26]([CH3:27])=[O:28].